Dataset: the Open Reaction Database (ORD), a public repository of structured organic reaction records. Task: describe an organic reaction: reactants, conditions, products, and yield The reactants are CC(=O)c1ccc(-c2ccccc2)c(C)c1, C[Mg+], CI, Cl, [I-], [Mg]. The product is Cc1cc(C(C)(C)O)ccc1-c1ccccc1. Reaction SMILES: [C:1]([CH3:2])(=[O:3])[c:4]1[cH:5][c:6]([CH3:16])[c:7](-[c:10]2[cH:11][cH:12][cH:13][cH:14][cH:15]2)[cH:8][cH:9]1.[CH3:18][Mg+:19].[CH3:21][I:22].[ClH:23].[I-:17].[Mg:20]>>[C:1]([CH3:2])([OH:3])([c:4]1[cH:5][c:6]([CH3:16])[c:7](-[c:10]2[cH:11][cH:12][cH:13][cH:14][cH:15]2)[cH:8][cH:9]1)[CH3:18]. Reactants: COC1=CC=CC=2OC(=CC21)[Sn](C)(C)C (4-methoxy-2-(trimethylstannyl)benzo(b)furan), BrC=1N(C=CN1)C (2-bromo-1-methylimidazole), dichloride. Reported procedure: By the reactions in the same manner as in Starting Material Synthesis Example 87 using 4-methoxy-2-(trimethylstannyl)benzo(b)furan (5.26 g), 2-bromo-1-methylimidazole (2.72 g) and bistriphenylphosphinepalladium dichloride (593 mg), the title compound (2.06 g) was obtained as a yellow oil. RXN SMILES: [CH3:1][O:2][C:3]1[C:11]2[CH:10]=[C:9]([Sn](C)(C)C)[O:8][C:7]=2[CH:6]=[CH:5][CH:4]=1.Br[C:17]1[N:18]([CH3:22])[CH:19]=[CH:20][N:21]=1>>[CH3:1][O:2][C:3]1[C:11]2[CH:10]=[C:9]([C:17]3[N:18]([CH3:22])[CH:19]=[CH:20][N:21]=3)[O:8][C:7]=2[CH:6]=[CH:5][CH:4]=1. The yield is 53.4%. Yields the product COC1=CC=CC=2OC(=CC21)C=2N(C=CN2)C (4-methoxy-2-(1-methylimidazol-2-yl)benzo(b)furan). Reactants: C(C)(C)(C)N1N=C(C=C1C(=O)Cl)C (2-tert-Butyl-5-methyl-2H-pyrazole-3-carbonyl chloride), NC1=CC=C(C(=O)C2=CC=C3CC(NC3=C2)=O)C=C1 (6-(4-Amino-benzoyl)-1,3-dihydro-indol-2-one), acid chloride. Run in C1CCOC1 (THF), C1CCOC1 (THF). Reaction conditions: time 30 minute. Product: O=C1NC2=CC(=CC=C2C1)C(=O)C1=CC=C(C=C1)NC(=O)C=1N(N=C(C1)C)C(C)(C)C (2-tert-Butyl-5-methyl-2H-pyrazole-3-carboxylic acid [4-(2-oxo-2,3-dihydro-1H-indole-6-carbonyl)-phenyl]-amide). Yield: 42.3%. Reaction SMILES: [C:1]([N:5]1[C:9]([C:10](Cl)=[O:11])=[CH:8][C:7]([CH3:13])=[N:6]1)([CH3:4])([CH3:3])[CH3:2].[NH2:14][C:15]1[CH:32]=[CH:31][C:18]([C:19]([C:21]2[CH:29]=[C:28]3[C:24]([CH2:25][C:26](=[O:30])[NH:27]3)=[CH:23][CH:22]=2)=[O:20])=[CH:17][CH:16]=1>C1COCC1>[O:30]=[C:26]1[CH2:25][C:24]2[C:28](=[CH:29][C:21]([C:19]([C:18]3[CH:17]=[CH:16][C:15]([NH:14][C:10]([C:9]4[N:5]([C:1]([CH3:4])([CH3:3])[CH3:2])[N:6]=[C:7]([CH3:13])[CH:8]=4)=[O:11])=[CH:32][CH:31]=3)=[O:20])=[CH:22][CH:23]=2)[NH:27]1. Procedure details: A dry 25 mL flask was charged with 2-tert-Butyl-5-methyl-2H-pyrazole-3-carbonyl chloride (1.03 g, 5.17 mmol) and THF (10 mL). 6-(4-Amino-benzoyl)-1,3-dihydro-indol-2-one (as prepared in Example 15, 1.0 g, 3.97 mmol) was added to the THF solution of the acid chloride, and the mixture was allowed to reflux for 4 h. The reaction mixture was then allowed to cool to room temperature. The room temperature reaction mixture was concentrated in vacuo, and the crude residue was dissolved in EtOH (5 mL). T... The reactants are OC1=CC(=C(C=O)C=C1)C (4-hydroxy-2-methyl-benzaldehyde), C(C)(C)C1=CC=C(C=O)C=C1 (4-isopropyl-benzaldehyde), O=P(Cl)(Cl)Cl (POCl3), OC1=CC(=C(C=O)C=C1)C (4-hydroxy-2-methyl-benzaldehyde), ClCC=1N=C(OC1C)C1=CC=C(C=C1)C(C)C (4-chloromethyl-2-(4-isopropyl-phenyl)-5-methyl-oxazole), C([O-])([O-])=O.[K+].[K+] (potassium carbonate). Yields the product C(C)(C)C1=CC=C(C=C1)C=1OC(=C(N1)COC1=CC(=C(C=O)C=C1)C)C (4-[2-(4-isopropyl-phenyl)-5-methyl-oxazol-4-ylmethoxy]-2-methyl-benzaldehyde). RXN SMILES: [OH:1][C:2]1[CH:9]=[CH:8][C:5]([CH:6]=[O:7])=[C:4]([CH3:10])[CH:3]=1.Cl[CH2:12][C:13]1[N:14]=[C:15]([C:19]2[CH:24]=[CH:23][C:22]([CH:25]([CH3:27])[CH3:26])=[CH:21][CH:20]=2)[O:16][C:17]=1[CH3:18].C(C1C=CC(C=O)=CC=1)(C)C.O=P(Cl)(Cl)Cl.C(=O)([O-])[O-].[K+].[K+]>>[CH:25]([C:22]1[CH:21]=[CH:20][C:19]([C:15]2[O:16][C:17]([CH3:18])=[C:13]([CH2:12][O:1][C:2]3[CH:9]=[CH:8][C:5]([CH:6]=[O:7])=[C:4]([CH3:10])[CH:3]=3)[N:14]=2)=[CH:24][CH:23]=1)([CH3:27])[CH3:26] |f:4.5.6|. Procedure details: In analogy to the procedure described in example 120 f], 4-hydroxy-2-methyl-benzaldehyde (for the preparation of 4-hydroxy-2-methyl-benzaldehyde see: H. H. Hodgson, T. A. Jenkinson, J. Chem. Soc. 1929, 469, 1639-1641) was reacted with 4-chloromethyl-2-(4-isopropyl-phenyl)-5-methyl-oxazole (prepared from 4-isopropyl-benzaldehyde and diacetyl monoxyme followed by treatment with POCl3 in analogy to the procedures described in examples 21 a] and b]) in the presence of potassium carbonate to yield 4-... Reactants: N1([C@H](C(=O)N[C@@H](C(C)C)C(=O)OC(C)(C)C)CCC1)C(=O)OCC1=CC=CC=C1 (Z-Pro-Val-OtBu). The solvent is FC(C(=O)O)(F)F (trifluoroacetic acid). Reaction conditions: time 1 hour. Yields the product N1([C@H](C(=O)N[C@@H](C(C)C)C(=O)O)CCC1)C(=O)OCC1=CC=CC=C1 (Z-Pro-Val-OH). RXN SMILES: [N:1]1([C:20]([O:22][CH2:23][C:24]2[CH:29]=[CH:28][CH:27]=[CH:26][CH:25]=2)=[O:21])[CH2:19][CH2:18][CH2:17][C@H:2]1[C:3]([NH:5][C@H:6]([C:10]([O:12]C(C)(C)C)=[O:11])[CH:7]([CH3:9])[CH3:8])=[O:4]>FC(F)(F)C(O)=O>[N:1]1([C:20]([O:22][CH2:23][C:24]2[CH:29]=[CH:28][CH:27]=[CH:26][CH:25]=2)=[O:21])[CH2:19][CH2:18][CH2:17][C@H:2]1[C:3]([NH:5][C@H:6]([C:10]([OH:12])=[O:11])[CH:7]([CH3:8])[CH3:9])=[O:4]. Reported procedure: 2.63 g of Z-Pro-Val-OtBu are dissolved in 20 ml of 90% trifluoroacetic acid. The mixture is left to stand at room temperature for one hour, and is concentrated. The residue is triturated with water. The precipitate is filtered off with suction and dried over P2O5. For further purification, the product is chromatographed on silica gel in CH2Cl2 /CH30H/petroleum ether/acetic acid/water 18:1:2:0.1:0.1.